From a dataset of the Open Reaction Database (ORD), a public repository of structured organic reaction records. describe an organic reaction: reactants, conditions, products, and yield Reactants: BrCCOC1CCCCO1, Cc1cc(O)ccc1Br, CCOC(C)=O, [K+], [K+], [Na+], O=C([O-])[O-], CN(C)C=O, [OH-]. Yields the product Cc1cc(OCCOC2CCCCO2)ccc1Br. As a reaction SMILES: [Br:10][CH2:11][CH2:12][O:13][CH:14]1[O:15][CH2:16][CH2:17][CH2:18][CH2:19]1.[Br:1][c:2]1[c:3]([CH3:9])[cH:4][c:5]([OH:8])[cH:6][cH:7]1.[CH3:33][CH2:34][O:35][C:36]([CH3:37])=[O:38].[K+:20].[K+:21].[Na+:27].[O-:22][C:23]([O-:24])=[O:25].[O:28]=[CH:29][N:30]([CH3:31])[CH3:32].[OH-:26]>>[Br:1][c:2]1[c:3]([CH3:9])[cH:4][c:5]([O:8][CH2:11][CH2:12][O:13][CH:14]2[O:15][CH2:16][CH2:17][CH2:18][CH2:19]2)[cH:6][cH:7]1.